From a dataset of the Open Reaction Database (ORD), a public repository of structured organic reaction records. describe an organic reaction: reactants, conditions, products, and yield Run at time 30 minute. Isolated yield 81.9%. Yields the product C(C=C)OC(=O)N[C@H](CC(=O)OC)C (methyl (3S)-3-{[(allyloxy)carbonyl]amino}butanoate). Solvent: C1CCOC1 (THF). The reactants are N[C@H](CC(=O)OC)C (methyl (3S)-3-aminobutanoate), ClC(=O)OCC=C (allyl chloroformate), C(C)(C)N(CC)C(C)C (diisopropylethylamine), O (water). As a reaction SMILES: [NH2:1][C@@H:2]([CH3:8])[CH2:3][C:4]([O:6][CH3:7])=[O:5].Cl[C:10]([O:12][CH2:13][CH:14]=[CH2:15])=[O:11].C(N(C(C)C)CC)(C)C.O>C1COCC1>[CH2:13]([O:12][C:10]([NH:1][C@@H:2]([CH3:8])[CH2:3][C:4]([O:6][CH3:7])=[O:5])=[O:11])[CH:14]=[CH2:15]. Reported procedure: To a solution of methyl (3S)-3-aminobutanoate (1.47 g, 12.5 mmol) in THF (30 ml) were added at 0° C. allyl chloroformate (1.60 ml, 15.1 mmol) and diisopropylethylamine (2.62 ml, 15.0 mmol), and the mixture was stirred at the same temperature for 30 minutes. The reaction mixture was poured into water and extracted twice with ethylacetate. The organic layer was washed with a saturated aqueous sodium chloride solution, was dried over magnesium sulfate and the organic solvent was removed under reduc...